This data is from the Open Reaction Database (ORD), a public repository of structured organic reaction records. The task is: describe an organic reaction: reactants, conditions, products, and yield The reactants are [H-].[Na+] (Sodium hydride), ClC1=NC=C(C=C1)C#N (2-chloro-5-cyanopyridine), CN1CCN(CC1)S(=O)(=O)CCNC(=O)C=1C=C2CC(NC2=CC1)=O (N-{2-[(4-methylpiperazin-1-yl)sulfonyl]ethyl}-2-oxoindoline-5-carboxamide). Yield: 11.0%. Run in CN(C=O)C (N,N-dimethylformamide), CN(C=O)C (N,N-dimethylformamide), C(O)([O-])=O.[Na+] (sodium hydrogen carbonate). Procedure: Sodium hydride (0.026 g of 60% suspension in mineral oil, 0.65 mmol) was added to a cooled (0° C.) solution of N-{2-[(4-methylpiperazin-1-yl)sulfonyl]ethyl}-2-oxoindoline-5-carboxamide (0.120 g, 33 mmol) in N,N-dimethylformamide (5 mL). The reaction mixture was stirred at 0° C. for 10 min under an N2 atmosphere, followed by the addition of 2-chloro-5-cyanopyridine (0.050 g, 0.36 mmol) in N,N-dimethylformamide (2 mL). The reaction vessel was closed, immediately warmed up to 100° C., and the react... RXN SMILES: [H-].[Na+].[CH3:3][N:4]1[CH2:9][CH2:8][N:7]([S:10]([CH2:13][CH2:14][NH:15][C:16]([C:18]2[CH:19]=[C:20]3[C:24](=[CH:25][CH:26]=2)[NH:23][C:22](=[O:27])[CH2:21]3)=[O:17])(=[O:12])=[O:11])[CH2:6][CH2:5]1.[Cl:28][C:29]1[CH:34]=[CH:33][C:32]([C:35]#[N:36])=[CH:31][N:30]=1>CN(C)C=O.C(=O)([O-])O.[Na+]>[ClH:28].[C:35]([C:32]1[CH:33]=[CH:34][C:29]([C:21]2[C:20]3[C:24](=[CH:25][CH:26]=[C:18]([C:16]([NH:15][CH2:14][CH2:13][S:10]([N:7]4[CH2:6][CH2:5][N:4]([CH3:3])[CH2:9][CH2:8]4)(=[O:11])=[O:12])=[O:17])[CH:19]=3)[NH:23][C:22]=2[OH:27])=[N:30][CH:31]=1)#[N:36] |f:0.1,5.6,7.8|. Conditions: temperature 0 celsius, time 10 minute. Yields the product Cl.C(#N)C=1C=CC(=NC1)C1=C(NC2=CC=C(C=C12)C(=O)NCCS(=O)(=O)N1CCN(CC1)C)O (3-(5-Cyanopyridin-2-yl)-2-hydroxy-N-{2-[(4-methylpiperazin-1-yl)sulfonyl]ethyl}-1H-indole-5-carboxamide hydrochloride). Reactants: BrCC1=CC=C(C2=CC=CC=C12)C(=O)O (4-(bromomethyl)naphthalen-1-carboxylic acid), C[Si](CN)(C)C (1-(trimethylsilyl)methylamine), N,N-dimethylaminopyridine, Cl.CN(CCCN=C=NCC)C (N-(3-dimethylaminopropyl)-N′-ethylcarbodiimide hydrochloride), O (Water). Solvent: ClCCl (dichloromethane). Reaction conditions: time 5 hour. The product is BrCC1=CC=C(C2=CC=CC=C12)C(=O)NC[Si](C)(C)C (4-(bromomethyl)-N-[(trimethylsilyl)methyl]naphthalene-1-carboxamide). Yield: 32.7%. RXN SMILES: [Br:1][CH2:2][C:3]1[C:12]2[C:7](=[CH:8][CH:9]=[CH:10][CH:11]=2)[C:6]([C:13]([OH:15])=O)=[CH:5][CH:4]=1.[CH3:16][Si:17]([CH3:21])([CH3:20])[CH2:18][NH2:19].Cl.CN(C)CCCN=C=NCC.O>ClCCl>[Br:1][CH2:2][C:3]1[C:12]2[C:7](=[CH:8][CH:9]=[CH:10][CH:11]=2)[C:6]([C:13]([NH:19][CH2:18][Si:17]([CH3:21])([CH3:20])[CH3:16])=[O:15])=[CH:5][CH:4]=1 |f:2.3|. Procedure details: 4-(bromomethyl)naphthalen-1-carboxylic acid (7 g), 1-(trimethylsilyl)methylamine (2.7 g), N,N-dimethylaminopyridine (0.1 g) and N-(3-dimethylaminopropyl)-N′-ethylcarbodiimide hydrochloride (6.6 g) were dissolved in dichloromethane (30 ml), and stirred for 5 hours at room temperature. Water was added to the reaction mixture, and then organic layers, were separated and dried over magnesium sulfate. After filtering the reaction mixture, the solvent was distilled off under reduced pressure, and the ...